Dataset: the Open Reaction Database (ORD), a public repository of structured organic reaction records. Task: describe an organic reaction: reactants, conditions, products, and yield Starting materials: Nc1nnn(CC2CC2)n1, O=C(Cl)C1c2ccccc2Oc2ccccc21. Product: O=C(Nc1nnn(CC2CC2)n1)C1c2ccccc2Oc2ccccc21. RXN SMILES: [NH2:1][c:2]1[n:3][n:4][n:5]([CH2:7][CH:8]2[CH2:9][CH2:10]2)[n:6]1.[cH:11]1[cH:12][cH:13][cH:14][c:15]2[c:24]1[CH:23]([C:25](=[O:26])[Cl:27])[c:22]1[c:17]([cH:18][cH:19][cH:20][cH:21]1)[O:16]2>>[NH:1]([c:2]1[n:3][n:4][n:5]([CH2:7][CH:8]2[CH2:9][CH2:10]2)[n:6]1)[C:25]([CH:23]1[c:22]2[c:17]([cH:18][cH:19][cH:20][cH:21]2)[O:16][c:15]2[cH:14][cH:13][cH:12][cH:11][c:24]21)=[O:26]. Starting materials: C[C@@]1(OC2=C(C(=C(C(=C2CC1)C)O)C)C)CCO ((S)-2,5,7,8-tetramethyl-6-hydroxy-2-(2-hydroxyethyl)-chroman), C1(=CC=CC=C1)P(C1=CC=CC=C1)C1=CC=CC=C1 (triphenylphosphine), C(Cl)(Cl)(Cl)Cl (carbon tetrachloride). Yields the product C[C@@]1(OC2=C(C(=C(C(=C2CC1)C)O)C)C)CCCl ((S)-2,5,7,8-tetramethyl-6-hydroxy-2-(2-chloroethyl)-chroman). The yield is 79.2%. As a reaction SMILES: [CH3:1][C@@:2]1([CH2:16][CH2:17]O)[CH2:11][CH2:10][C:9]2[C:4](=[C:5]([CH3:15])[C:6]([CH3:14])=[C:7]([OH:13])[C:8]=2[CH3:12])[O:3]1.C1(P(C2C=CC=CC=2)C2C=CC=CC=2)C=CC=CC=1.C(Cl)(Cl)(Cl)[Cl:39]>>[CH3:1][C@@:2]1([CH2:16][CH2:17][Cl:39])[CH2:11][CH2:10][C:9]2[C:4](=[C:5]([CH3:15])[C:6]([CH3:14])=[C:7]([OH:13])[C:8]=2[CH3:12])[O:3]1. Procedure details: A mixture of 2 g of (S)-2,5,7,8-tetramethyl-6-hydroxy-2-(2-hydroxyethyl)-chroman, 8 g of carbon tetrachloride and 2.6 g of triphenylphosphine was refluxed for 3 hours, after which the reaction mixture was allowed to cool, the precipitate formed was filtered off under suction and the filtrate was chromatographed over silica gel, using a 5:1 hexane/acetone solvent mixture. 1.7 g of (S)-2,5,7,8-tetramethyl-6-hydroxy-2-(2-chloroethyl)-chroman were obtained. [α]D20 =-9.1° (c=2, chloroform), mp.=111° ... Reactants: cuprous oxide, FC1=C(C(=C(C=C1F)F)F)S (2,3,5,6-tetrafluorothiophenol), BrC1=CC(=CO1)C(=O)O (5-bromofuran-3-carboxylic acid). Procedure details: In an open flask, cuprous oxide (1.95 g., 13.7 mmoles) was combined with 2,3,5,6-tetrafluorothiophenol (5.0 g., 27.4 mmoles) in 40 ml. of dimethylformamide and heated at 140° C. for 2 hours. The reaction was cooled, 5-bromofuran-3-carboxylic acid (2.62 g., 13.7 mmoles) in 50 ml. of dimethylformamide was added, the reaction mixture refluxed for 2 hours, and product (2.75 g.) isolated according to the procedure of Example 9. Recrystallization from methanol/water gave purified 5-(2,3,5,6-tetrafluor... As a reaction SMILES: [F:1][C:2]1[C:7]([F:8])=[CH:6][C:5]([F:9])=[C:4]([F:10])[C:3]=1[SH:11].Br[C:13]1[O:17][CH:16]=[C:15]([C:18]([OH:20])=[O:19])[CH:14]=1>CN(C)C=O>[F:1][C:2]1[C:7]([F:8])=[CH:6][C:5]([F:9])=[C:4]([F:10])[C:3]=1[S:11][C:13]1[O:17][CH:16]=[C:15]([C:18]([OH:20])=[O:19])[CH:14]=1. Yields the product FC1=C(C(=C(C=C1F)F)F)SC1=CC(=CO1)C(=O)O (5-(2,3,5,6-Tetrafluorophenylthio)furan-3-carboxylic Acid). Solvent: CN(C=O)C (dimethylformamide), CN(C=O)C (dimethylformamide).